From a dataset of the Open Reaction Database (ORD), a public repository of structured organic reaction records. describe an organic reaction: reactants, conditions, products, and yield Yields the product ClC1=C(C(=C2CC(CC2=C1C)(C)C)C)C=O (6-Chloro-2,2,4,7-tetramethylindan-5-carboxaldehyde). Starting materials: ClC1=CC(=C2CC(CC2=C1C)(C)C)C (6-chloro-2,2,4,7-tetramethylindane), COC(Cl)Cl (α,α-dichloromethyl methyl ether). Isolated yield 83.3%. Conditions: time 2 hour. Reported procedure: To a solution of 19.8 g of the 6-chloro-2,2,4,7-tetramethylindane in 100 ml of dry dichloromethane was continuously added 13 ml of α,α-dichloromethyl methyl ether and 12.4 ml of TiCl4 at 0° C. The reaction mixture was stirred at room temperature for 2 hours, quenched with 200 ml of water, and separated the organic layer. The aqueous layer was extracted with dichloromethane. The combined organic layer was dried over magnesium sulfate, filtered and evaporated under reduced pressure. The residue wa... RXN SMILES: [Cl:1][C:2]1[C:10]([CH3:11])=[C:9]2[C:5]([CH2:6][C:7]([CH3:13])([CH3:12])[CH2:8]2)=[C:4]([CH3:14])[CH:3]=1.[CH3:15][O:16]C(Cl)Cl>ClCCl.Cl[Ti](Cl)(Cl)Cl>[Cl:1][C:2]1[C:10]([CH3:11])=[C:9]2[C:5]([CH2:6][C:7]([CH3:12])([CH3:13])[CH2:8]2)=[C:4]([CH3:14])[C:3]=1[CH:15]=[O:16]. The reagents and catalysts are Cl[Ti](Cl)(Cl)Cl (TiCl4). Solvent: ClCCl (dichloromethane).